From a dataset of the Open Reaction Database (ORD), a public repository of structured organic reaction records. describe an organic reaction: reactants, conditions, products, and yield The reactants are C(CN)N (ethylenediamine), C(C1CO1)OC1=C(C=CC=C1)Cl (o-chlorophenyl glycidyl ether). Solvent: C(C)O (ethanol), C(C)O (ethanol). Yields the product ClC1=C(OCC(CNCCN)O)C=CC=C1 (N-[3-(o-chlorophenoxy)-2-hydroxy-propyl]-ethylenediamine). As a reaction SMILES: [CH2:1]([NH2:4])[CH2:2][NH2:3].[CH2:5]([O:9][C:10]1[CH:15]=[CH:14][CH:13]=[CH:12][C:11]=1[Cl:16])[CH:6]1[O:8][CH2:7]1>C(O)C>[Cl:16][C:11]1[CH:12]=[CH:13][CH:14]=[CH:15][C:10]=1[O:9][CH2:5][CH:6]([OH:8])[CH2:7][NH:3][CH2:2][CH2:1][NH2:4]. Procedure details: 120 g of ethylenediamine are dissolved in 150 ml of ethanol. A solution of 20 g of o-chlorophenyl glycidyl ether ##STR18## in 40 ml of ethanol is added to the above solution, and the mixture is heated under reflux for 20 hours. Excess ethylenediamine and ethanol are then distilled off in vacuo, and the residue is then distilled in vacuo. The N-[3-(o-chlorophenoxy)-2-hydroxy-propyl]-ethylenediamine is thus obtained as an oil which can be distilled at a boiling point of 190° C./0.4 mm. The 4,5-dic... RXN SMILES: [BH4-:1].[CH3:27][CH2:28][OH:29].[ClH:19].[NH:20]([CH2:21][CH2:22][OH:23])[CH2:24][CH2:25][OH:26].[Na+:2].[OH2:30].[OH:3][CH:4]([C:5](=[O:6])[O:7][CH2:8][CH3:9])[CH:10]1[CH:11]([O:15][CH:16]([CH3:17])[CH3:18])[O:12][CH2:13][CH2:14]1>>[OH:3][CH:4]([CH2:5][OH:6])[CH:10]1[CH:11]([O:15][CH:16]([CH3:17])[CH3:18])[O:12][CH2:13][CH2:14]1. The product is CC(C)OC1OCCC1C(O)CO. The reactants are [BH4-], CCO, Cl, OCCNCCO, [Na+], O, CCOC(=O)C(O)C1CCOC1OC(C)C. Starting materials: COC(CCCCCNC=1C2=C(N=CN1)OC(=C2C2=CC=C(C=C2)OC)C2=C(C=CC=C2)Cl)=O (6-{[6-(2-chlorophenyl)-5-(4-methoxyphenyl)furo[2,3-d]pyrimidin-4-yl]amino}hexanoic acid methyl ester), Cl (hydrochloric acid), C(C)(=O)OCC (ethyl acetate), [OH-].[Na+] (sodium hydroxide). Solvent: O1CCOCC1 (dioxan). Conditions: time 16 hour. The product is ClC1=C(C=CC=C1)C1=C(C2=C(N=CN=C2NCCCCCC(=O)O)O1)C1=CC=C(C=C1)OC (6-{[6-(2-Chlorophenyl)-5-(4-methoxyphenyl)furo[2,3-d]pyrimidin-4-yl]amino}hexanoic acid). Reaction SMILES: C[O:2][C:3](=[O:34])[CH2:4][CH2:5][CH2:6][CH2:7][CH2:8][NH:9][C:10]1[C:11]2[C:18]([C:19]3[CH:24]=[CH:23][C:22]([O:25][CH3:26])=[CH:21][CH:20]=3)=[C:17]([C:27]3[CH:32]=[CH:31][CH:30]=[CH:29][C:28]=3[Cl:33])[O:16][C:12]=2[N:13]=[CH:14][N:15]=1.[OH-].[Na+].Cl.C(OCC)(=O)C>O1CCOCC1>[Cl:33][C:28]1[CH:29]=[CH:30][CH:31]=[CH:32][C:27]=1[C:17]1[O:16][C:12]2[N:13]=[CH:14][N:15]=[C:10]([NH:9][CH2:8][CH2:7][CH2:6][CH2:5][CH2:4][C:3]([OH:34])=[O:2])[C:11]=2[C:18]=1[C:19]1[CH:24]=[CH:23][C:22]([O:25][CH3:26])=[CH:21][CH:20]=1 |f:1.2|. Procedure details: Dissolve 65 mg (0.14 mmol) 6-{[6-(2-chlorophenyl)-5-(4-methoxyphenyl)furo[2,3-d]pyrimidin-4-yl]amino}hexanoic acid methyl ester in 2.5 ml dioxan and add 0.5 ml 1 N sodium hydroxide solution. Stir for 16 h at RT, then add 0.5 ml 1 N hydrochloric acid and 6 ml ethyl acetate. Separate the organic phase, dry over sodium sulphate, filter and concentrate by evaporation. 44 mg (70% of theor.) of the target compound is obtained. The reactants are Cl.NO (hydroxylamine hydrochloride), C(C)(=O)[O-].[Na+] (sodium acetate), CN(CC(C)(OC1=CC=C(N=N1)N=C(C1=CC=CC=C1)C1=CC=CC=C1)C)C (6-(1-(dimethylamino)-2-methylpropan-2-yloxy)-N-(diphenylmethylene)pyridazin-3-amine). Run in CO (MeOH). Run at time 25 minute. The product is CN(CC(OC1=CC=C(N=N1)N)(C)C)C (6-(2-Dimethylamino-1,1-dimethyl-ethoxy)-pyridazin-3-ylamine). Isolated yield 98.0%. Reaction SMILES: [CH3:1][N:2]([CH3:28])[CH2:3][C:4]([CH3:27])([O:6][C:7]1[N:12]=[N:11][C:10]([N:13]=C(C2C=CC=CC=2)C2C=CC=CC=2)=[CH:9][CH:8]=1)[CH3:5].Cl.NO.C([O-])(=O)C.[Na+]>CO>[CH3:1][N:2]([CH3:28])[CH2:3][C:4]([CH3:5])([CH3:27])[O:6][C:7]1[N:12]=[N:11][C:10]([NH2:13])=[CH:9][CH:8]=1 |f:1.2,3.4|. Procedure details: In a 10 mL pear shape flask was added 6-(1-(dimethylamino)-2-methylpropan-2-yloxy)-N-(diphenylmethylene)pyridazin-3-amine (200 mg, 534 μmol, Eq: 1.00) and MeOH (5.34 ml). To the mixture was added hydroxylamine hydrochloride (66.8 mg, 961 μmol, Eq: 1.8) and sodium acetate (105 mg, 1.28 mmol, Eq: 2.4). The mixture was stirred at room temperature for 25 min. The reaction mixture was absorbed on to silica and purified by LC chromatography eluting with 0-5% (10% NH4OH in MeOH) in 1/1 EtOAc/Hexane to ...